Dataset: the Open Reaction Database (ORD), a public repository of structured organic reaction records. Task: describe an organic reaction: reactants, conditions, products, and yield The reactants are [H][H] (hydrogen), [H][H] (hydrogen), COC=1C=C(C(=O)OC)C=CC1CN1CCOC2=C1C=C(C=C2)[N+](=O)[O-] (methyl 3-methoxy-4-(6-nitro-2,3-dihydrobenz-1,4-oxazin-4-ylmethyl)benzoate). Reagents/catalysts: [Pd] (Palladium-on-carbon). The solvent is C(C)(=O)OCC (ethyl acetate). The product is NC=1C=CC2=C(N(CCO2)CC2=C(C=C(C(=O)OC)C=C2)OC)C1 (methyl 4-(6-amino-2,3-dihydrobenz-1,4-oxazin-4-ylmethyl)-3-methoxybenzoate). The yield is 98.9%. As a reaction SMILES: [CH3:1][O:2][C:3]1[CH:4]=[C:5]([CH:10]=[CH:11][C:12]=1[CH2:13][N:14]1[C:19]2[CH:20]=[C:21]([N+:24]([O-])=O)[CH:22]=[CH:23][C:18]=2[O:17][CH2:16][CH2:15]1)[C:6]([O:8][CH3:9])=[O:7].[H][H]>C(OCC)(=O)C.[Pd]>[NH2:24][C:21]1[CH:22]=[CH:23][C:18]2[O:17][CH2:16][CH2:15][N:14]([CH2:13][C:12]3[CH:11]=[CH:10][C:5]([C:6]([O:8][CH3:9])=[O:7])=[CH:4][C:3]=3[O:2][CH3:1])[C:19]=2[CH:20]=1. Reported procedure: Palladium-on-carbon (10% w/w, 0.2 g.) was added to a solution of (G) (0.69 g.) in ethyl acetate (50 ml.) in a hydrogenation bottle and the mixture hydrogenated at a pressure of 3.17 bars of hydrogen. When the uptake of hydrogen had ceased, catalyst was removed by filtration through diatomaceous earth. The filter pad was washed with ethyl acetate and the filtrate and washings were evaporated to give methyl 4-(6-amino-2,3-dihydrobenz-1,4-oxazin-4-ylmethyl)-3-methoxybenzoate (0.625 g., 91%) as a fo... Starting materials: CON(C(=O)N(C)OC)C (N,N′-dimethoxy-N,N′-dimethylurea), [Cl-].[NH4+] (ammonium chloride), CCCCCC.C(CCC)[Li] (n-butyllithium hexane), BrC1=CC=C(C=C1)C1CC1 (1-bromo-4-cyclopropylbenzene). The solvent is C1CCOC1 (THF), C1CCOC1 (THF). Reaction conditions: temperature -78 celsius, time 10 minute. Yields the product C1(CC1)C1=CC=C(C(=O)N(C)OC)C=C1 (4-Cyclopropyl-N-methoxy-N-methyl-benzamide). Yield: 46.7%. Reaction SMILES: CCCCCC.C([Li])CCC.Br[C:13]1[CH:18]=[CH:17][C:16]([CH:19]2[CH2:21][CH2:20]2)=[CH:15][CH:14]=1.[CH3:22][O:23][N:24]([CH3:31])[C:25](N(OC)C)=[O:26].[Cl-].[NH4+]>C1COCC1>[CH:19]1([C:16]2[CH:17]=[CH:18][C:13]([C:25]([N:24]([O:23][CH3:22])[CH3:31])=[O:26])=[CH:14][CH:15]=2)[CH2:21][CH2:20]1 |f:0.1,4.5|. Procedure: In a nitrogen stream, an n-butyllithium hexane solution (1.6 M, 6.0 mL, 9.59 mmol) was added dropwise to an solution of 1-bromo-4-cyclopropylbenzene (1.8 g, 9.13 mmol) in anhydrous THF (30 mL) at −78° C. over 15 minutes. This solution was stirred at −78° C. for 10 minutes, and a solution of N,N′-dimethoxy-N,N′-dimethylurea (1.42 g, 9.59 mmol) in THF (15 mL) was added dropwise thereto. The reaction mixture was stirred at room temperature for 30 minutes. To the reaction mixture was added a saturat... RXN SMILES: [CH2:42]([CH3:43])[S:44](=[O:45])(=[O:46])[Cl:47].[CH2:48]([Cl:49])[Cl:50].[CH3:35][N:36]1[CH2:37][CH2:38][O:39][CH2:40][CH2:41]1.[NH2:1][c:2]1[cH:3][c:4]([CH2:5][n:6]2[n:7][c:8]([NH:11][C:12]([CH:13]([CH2:14][CH:15]3[CH2:16][CH2:17][CH2:18][CH2:19]3)[c:20]3[cH:21][c:22]([Cl:30])[c:23]([S:26](=[O:27])(=[O:28])[CH3:29])[cH:24][cH:25]3)=[O:31])[cH:9][cH:10]2)[cH:32][cH:33][cH:34]1>>[NH:1]([c:2]1[cH:3][c:4]([CH2:5][n:6]2[n:7][c:8]([NH:11][C:12]([CH:13]([CH2:14][CH:15]3[CH2:16][CH2:17][CH2:18][CH2:19]3)[c:20]3[cH:21][c:22]([Cl:30])[c:23]([S:26](=[O:27])(=[O:28])[CH3:29])[cH:24][cH:25]3)=[O:31])[cH:9][cH:10]2)[cH:32][cH:33][cH:34]1)[S:44]([CH2:42][CH3:43])(=[O:45])=[O:46]. The product is CCS(=O)(=O)Nc1cccc(Cn2ccc(NC(=O)C(CC3CCCC3)c3ccc(S(C)(=O)=O)c(Cl)c3)n2)c1. Reactants: CCS(=O)(=O)Cl, ClCCl, CN1CCOCC1, CS(=O)(=O)c1ccc(C(CC2CCCC2)C(=O)Nc2ccn(Cc3cccc(N)c3)n2)cc1Cl. Starting materials: C(C=CC1=CC=CC=C1)Br (cinnamyl bromide), C([O-])([O-])=O.[Cs+].[Cs+] (cesium carbonate), CC(C)OC(=O)C1=C(C2=C(NC3=CC=CC(=C23)OCC2=CC=CC=C2)C=N1)COC (5-benzyloxy-4-methoxymethyl-9H-pyrido[3,4-b]indole-3-carboxylic acid-(1-methylethyl)-ester). Run in CN(C=O)C (dimethylformamide). Conditions: time 48 hour. The product is CC(C)OC(=O)C1=C(C2=C(N(C3=CC=CC(=C23)OCC2=CC=CC=C2)C(C=CC2=CC=CC=C2)=O)C=N1)COC (5-benzyloxy-4-methoxymethyl-9-cinnamoyl-9H-pyrido[3,4-b]indole-3-carboxylic acid-(1-methylethyl)-ester). Yield: 39.3%. Reaction SMILES: [CH3:1][CH:2]([O:4][C:5]([C:7]1[N:27]=[CH:26][C:10]2[NH:11][C:12]3[C:17]([C:9]=2[C:8]=1[CH2:28][O:29][CH3:30])=[C:16]([O:18][CH2:19][C:20]1[CH:25]=[CH:24][CH:23]=[CH:22][CH:21]=1)[CH:15]=[CH:14][CH:13]=3)=[O:6])[CH3:3].[CH2:31](Br)[CH:32]=[CH:33][C:34]1[CH:39]=[CH:38][CH:37]=[CH:36][CH:35]=1.C(=O)([O-])[O-:42].[Cs+].[Cs+]>CN(C)C=O>[CH3:3][CH:2]([O:4][C:5]([C:7]1[N:27]=[CH:26][C:10]2[N:11]([C:31](=[O:42])[CH:32]=[CH:33][C:34]3[CH:39]=[CH:38][CH:37]=[CH:36][CH:35]=3)[C:12]3[C:17]([C:9]=2[C:8]=1[CH2:28][O:29][CH3:30])=[C:16]([O:18][CH2:19][C:20]1[CH:25]=[CH:24][CH:23]=[CH:22][CH:21]=1)[CH:15]=[CH:14][CH:13]=3)=[O:6])[CH3:1] |f:2.3.4|. Procedure: 404.5 mg of 5-benzyloxy-4-methoxymethyl-9H-pyrido[3,4-b]indole-3-carboxylic acid-(1-methylethyl)-ester (1 mmol) is dissolved in 15 ml of dimethylformamide and mixed with 217 mg (1.1 mmol) of cinnamyl bromide and 358 mg (1.1 mmol) of cesium carbonate. It is stirred for 48 hours at room temperature, the reaction mixture is worked up, as described in Example 26, and after chromatography, 210 mg of 5-benzyloxy-4-methoxymethyl-9-cinnamoyl-9H-pyrido[3,4-b]indole-3-carboxylic acid-(1-methylethyl)-ester...